This data is from the Open Reaction Database (ORD), a public repository of structured organic reaction records. The task is: describe an organic reaction: reactants, conditions, products, and yield The reactants are BrC=1C=NC=C(C1)C(F)(F)F (3-bromo-5-(trifluoromethyl)pyridine), C(=O)([O-])[O-].[K+].[K+] (K2CO3), C(C1=CC=CC=C1)S (benzylmercaptan). Solvent: CS(=O)C (DMSO). Yields the product C(C1=CC=CC=C1)SC=1C=NC=C(C1)C(F)(F)F (3-Benzylsulfanyl-5-trifluoromethyl-pyridine). Isolated yield 25.7%. Reaction SMILES: Br[C:2]1[CH:3]=[N:4][CH:5]=[C:6]([C:8]([F:11])([F:10])[F:9])[CH:7]=1.C([O-])([O-])=O.[K+].[K+].[CH2:18]([SH:25])[C:19]1[CH:24]=[CH:23][CH:22]=[CH:21][CH:20]=1>CS(C)=O>[CH2:18]([S:25][C:2]1[CH:3]=[N:4][CH:5]=[C:6]([C:8]([F:11])([F:10])[F:9])[CH:7]=1)[C:19]1[CH:24]=[CH:23][CH:22]=[CH:21][CH:20]=1 |f:1.2.3|. Procedure: In a similar fashion using route 38 general procedure 92, 3-bromo-5-(trifluoromethyl)pyridine (400 mg, 1.76 mmol), K2CO3 (366 mg, 2.65 mmol), benzylmercaptan (330 mg, 2.65 mmol) and DMSO (3.2 ml) at 150° C. for 4 h in sealed tube gave the title compound (122 mg, 25%) after purification by column chromatography with n-hexane/EtOAc (99:1) as the eluent. Reactants: N(=NC(=O)OC(C)C)C(=O)OC(C)C (diisopropyl azodicarboxylate), C1(CCCC1)[C@](C(=O)O)(C1=CC=CC=C1)O ((R)-cyclopentylhydroxyphenylacetic acid), C(C)(C)(C)OC(=O)N1C[C@@H](CC1)O ((R)-3-hydroxypyrrolidine-1-carboxylic acid t-butyl ester), C1(=CC=CC=C1)P(C1=CC=CC=C1)C1=CC=CC=C1 (triphenyl-phosphine). The solvent is C1CCOC1 (THF). Reaction conditions: time 8 hour. The product is C(C)(C)(C)OC(=O)N1C[C@@H](CC1)OC([C@@](C1=CC=CC=C1)(O)C1CCCC1)=O ((R)-3-((R)-2-Cyclopentyl-2-hydroxy-2-phenylacetoxy)pyrrolidine-1-carboxylic acid t-butyl ester). RXN SMILES: N(C(OC(C)C)=O)=NC(OC(C)C)=O.[CH:15]1([C@@:20]([OH:30])([C:24]2[CH:29]=[CH:28][CH:27]=[CH:26][CH:25]=2)[C:21]([OH:23])=[O:22])[CH2:19][CH2:18][CH2:17][CH2:16]1.[C:31]([O:35][C:36]([N:38]1[CH2:42][CH2:41][C@@H:40](O)[CH2:39]1)=[O:37])([CH3:34])([CH3:33])[CH3:32].C1(P(C2C=CC=CC=2)C2C=CC=CC=2)C=CC=CC=1>C1COCC1>[C:31]([O:35][C:36]([N:38]1[CH2:42][CH2:41][C@@H:40]([O:22][C:21](=[O:23])[C@:20]([CH:15]2[CH2:19][CH2:18][CH2:17][CH2:16]2)([OH:30])[C:24]2[CH:25]=[CH:26][CH:27]=[CH:28][CH:29]=2)[CH2:39]1)=[O:37])([CH3:34])([CH3:32])[CH3:33]. Reported procedure: At room temperature, diisopropyl azodicarboxylate (980 μl, 5 mmol) was slowly added to a mixture of (R)-cyclopentylhydroxyphenylacetic acid (1.1 g, 5 mmol), (R)-3-hydroxypyrrolidine-1-carboxylic acid t-butyl ester (1.0 g, 5.5 mmol), and triphenyl-phosphine (1.3 g, 5 mmol) in 10 ml of THF. The reaction mixture was then stirred at room temperature overnight. The reactants are C(C)(C)(C)OC(=O)N(S(=O)(=O)C)C=1C=C(C(=O)O)C=CN1 (2-(N-(tert-butoxycarbonyl)methylsulfonamido)isonicotinic acid), ClC=1C=[N+](C=C(C1C[C@H](OC(CO)=O)C1=CC(=C(C=C1)OC(F)F)OCC1CC1)Cl)[O-] ((S)-3,5-dichloro-4-(2-(3-(cyclopropylmethoxy)-4-(difluoromethoxy)phenyl)-2-(2-hydroxyacetoxy)ethyl)pyridine 1-oxide). Yields the product C(C)(C)(C)OC(=O)N(S(=O)(=O)C)C=1C=C(C(=O)OCC(=O)O[C@@H](CC2=C(C=[N+](C=C2Cl)[O-])Cl)C2=CC(=C(C=C2)OC(F)F)OCC2CC2)C=CN1 ((S)-4-(2-(2-(2-(N-(tert-butoxycarbonyl)methylsulfonamido)-isonicotinoyloxy)acetoxy)-2-(3-(cyclopropylmethoxy)-4-(difluoromethoxy)phenyl)ethyl)-3,5-dichloropyridine 1-oxide). Reaction SMILES: [C:1]([O:5][C:6]([N:8]([C:13]1[CH:14]=[C:15]([CH:19]=[CH:20][N:21]=1)[C:16]([OH:18])=[O:17])[S:9]([CH3:12])(=[O:11])=[O:10])=[O:7])([CH3:4])([CH3:3])[CH3:2].[Cl:22][C:23]1[CH:24]=[N+:25]([O-:52])[CH:26]=[C:27]([Cl:51])[C:28]=1[CH2:29][C@@H:30]([C:36]1[CH:41]=[CH:40][C:39]([O:42][CH:43]([F:45])[F:44])=[C:38]([O:46][CH2:47][CH:48]2[CH2:50][CH2:49]2)[CH:37]=1)[O:31][C:32](=[O:35])[CH2:33]O>>[C:1]([O:5][C:6]([N:8]([C:13]1[CH:14]=[C:15]([CH:19]=[CH:20][N:21]=1)[C:16]([O:18][CH2:33][C:32]([O:31][C@H:30]([C:36]1[CH:41]=[CH:40][C:39]([O:42][CH:43]([F:45])[F:44])=[C:38]([O:46][CH2:47][CH:48]2[CH2:50][CH2:49]2)[CH:37]=1)[CH2:29][C:28]1[C:27]([Cl:51])=[CH:26][N+:25]([O-:52])=[CH:24][C:23]=1[Cl:22])=[O:35])=[O:17])[S:9]([CH3:12])(=[O:11])=[O:10])=[O:7])([CH3:4])([CH3:2])[CH3:3]. Procedure: This Step was performed as Step 10, Scheme 21, starting with 2-(N-(tert-butoxycarbonyl)methylsulfonamido)isonicotinic acid and (S)-3,5-dichloro-4-(2-(3-(cyclopropylmethoxy)-4-(difluoromethoxy)phenyl)-2-(2-hydroxyacetoxy)ethyl)pyridine 1-oxide (See Scheme 21, step 6-9) The reactants are FC=1C(=C2CC(NC2=CC1)=O)/C(=C/C(C=1NC=CC1)=O)/I ((Z)-5-fluoro-4-[1-iodo-3-oxo-3-(1H-pyrrol-2-yl)-propenyl]-1,3-dihydro-indol-2-one), C(CCO)O (1,3-propanediol), [H-].[Na+] (NaH). Run at time 30 minute. Product: FC=1C=2C3=C(C(NC3=CC1)=O)C(=CC2OCCCO)C=2NC=CC2 (6-fluoro-5-(3-hydroxy-propoxy)-3-(1H-pyrrol-2-yl)-1H-benzo[cd]indol-2-one). Reaction SMILES: [F:1][C:2]1[C:3](/[C:12](/I)=[CH:13]/[C:14](=O)[C:15]2[NH:16][CH:17]=[CH:18][CH:19]=2)=[C:4]2[C:8](=[CH:9][CH:10]=1)[NH:7][C:6](=[O:11])[CH2:5]2.[CH2:22]([OH:26])[CH2:23][CH2:24][OH:25].[H-].[Na+]>>[F:1][C:2]1[C:3]2[C:4]3[C:8](=[CH:9][CH:10]=1)[NH:7][C:6](=[O:11])[C:5]=3[C:14]([C:15]1[NH:16][CH:17]=[CH:18][CH:19]=1)=[CH:13][C:12]=2[O:25][CH2:24][CH2:23][CH2:22][OH:26] |f:2.3|. Reported procedure: To a suspension of (Z)-5-fluoro-4-[1-iodo-3-oxo-3-(1H-pyrrol-2-yl)-propenyl]-1,3-dihydro-indol-2-one (from Example 8 above) (198 mg, 0.5 mmol) in 1,3-propanediol (Fluka, 7.0 g, 92 mmol) was added NaH (Aldrich, 60%, 0.5 g, 12.5 mmol) in portions at room temperature. After stirring at room temperature for 30 minutes, the reaction mixture was heated to 110° C. for 2.5 hours. The reaction was quenched by pouring the reaction mixture into an ice-cold saturated aqueous ammonium chloride solution (50 m...